From a dataset of the Open Reaction Database (ORD), a public repository of structured organic reaction records. describe an organic reaction: reactants, conditions, products, and yield The reactants are [OH-].[Na+] (NaOH), OO (H2O2), C(=O)([O-])[O-].[K+].[K+] (K2CO3), BrC1=CC=C(C=C1)C(CCCC=C)O (1-(4-Bromo-phenyl)-hex-5-en-1-ol), B(F)(F)F.CCOCC (BF3.OEt2). Solvent: O (water), [BH4-].[Na+] (NaBH4), COCCOCCOC (diglyme), COCCOCCOC (diglyme). Reaction conditions: time 1 hour. Yields the product BrC1=CC=C(C=C1)C(CCCCCO)O (1-(4-Bromo-phenyl)-hexane-1,6-diol). RXN SMILES: [Br:1][C:2]1[CH:7]=[CH:6][C:5]([CH:8]([OH:14])[CH2:9][CH2:10][CH2:11][CH:12]=[CH2:13])=[CH:4][CH:3]=1.B(F)(F)F.CC[O:21]CC.[OH-].[Na+].OO.C([O-])([O-])=O.[K+].[K+]>[BH4-].[Na+].COCCOCCOC.O>[Br:1][C:2]1[CH:3]=[CH:4][C:5]([CH:8]([OH:14])[CH2:9][CH2:10][CH2:11][CH2:12][CH2:13][OH:21])=[CH:6][CH:7]=1 |f:1.2,3.4,6.7.8,9.10|. Procedure details: 1-(4-Bromo-phenyl)-hex-5-en-1-ol (1 g) was dissolved in 0.5 M NaBH4 in diglyme (9 mL) and chilled in an ice bath. BF3.OEt2 (1 mL) in diglyme (4 mL) was added with vigorous stirring. Stirring was continued for 1 hour and water (1 mL) was added. 3M NaOH (2 mL) was added followed by 30% H2O2 (3 mL). Anhydrous K2CO3 (5 g) was added and the solvent was decanted. The K2CO3 was washed with ethyl acetate and the combined organics were dried (Na2SO4) and evaporated. Distillation under vacuum removed most... The reactants are C1CCOC1, COC(=O)CCSC1c2c(c(O)c3ncccc3c2OC)C(=O)N1Cc1ccc(F)cc1, CO, [Li+], [OH-], O. The product is COc1c2c(c(O)c3ncccc13)C(=O)N(Cc1ccc(F)cc1)C2SCCC(=O)O. RXN SMILES: [CH2:38]1[O:39][CH2:40][CH2:41][CH2:42]1.[CH3:1][O:2][C:3]([CH2:4][CH2:5][S:6][CH:7]1[N:8]([CH2:24][c:25]2[cH:26][cH:27][c:28]([F:31])[cH:29][cH:30]2)[C:9](=[O:23])[c:10]2[c:11]1[c:12]([O:21][CH3:22])[c:13]1[cH:14][cH:15][cH:16][n:17][c:18]1[c:19]2[OH:20])=[O:32].[CH3:34][OH:35].[Li+:37].[OH-:36].[OH2:33]>>[O:2]=[C:3]([CH2:4][CH2:5][S:6][CH:7]1[N:8]([CH2:24][c:25]2[cH:26][cH:27][c:28]([F:31])[cH:29][cH:30]2)[C:9](=[O:23])[c:10]2[c:11]1[c:12]([O:21][CH3:22])[c:13]1[cH:14][cH:15][cH:16][n:17][c:18]1[c:19]2[OH:20])[OH:32]. Reactants: 0.05, B([O-])([O-])[O-] (borate), [Na+].[Cl-] (NaCl), mMMal-Phe-OMe, N[C@@H](CC(C)C)C(=O)N[C@@H](CC(C)C)C(=O)N (H-Leu-Leu-NH2). Run at temperature 25 celsius, time 24 hour. Product: N[C@@H](CC1=CC=CC=C1)C(=O)N[C@@H](CC(C)C)C(=O)N[C@@H](CC(C)C)C(=O)N (Phe-Leu-Leu-NH2). Yield: 60.3%. Reaction SMILES: B([O-])([O-])[O-].[Na+].[Cl-].[NH2:7][C@H:8]([C:13]([NH:15][C@H:16]([C:21]([NH2:23])=[O:22])[CH2:17][CH:18]([CH3:20])[CH3:19])=[O:14])[CH2:9][CH:10]([CH3:12])[CH3:11]>>[NH2:7][C@H:8]([C:13]([NH:15][C@H:16]([C:21]([NH:23][C@H:8]([C:13]([NH2:15])=[O:14])[CH2:9][CH:10]([CH3:12])[CH3:11])=[O:22])[CH2:17][CH:18]([CH3:19])[CH3:20])=[O:14])[CH2:9][C:10]1[CH:11]=[CH:21][CH:16]=[CH:17][CH:12]=1 |f:1.2|. Procedure details: 2 ml 0.05 borate buffer, pH 9, containing 0.2M NaCl, 2 mMMal-Phe-OMe, 50 mM H-Leu-Leu-NH2 and 12 μM trypsinogen are agitated at 25° C. under pH control. The reaction is stopped as described in Example 1a. After 24 hours, the yield, analytically determined with HPLC, is 61% of theory. A parallel batch resulted, after 48 hours, in a yield of 60.3% of theory. Starting materials: C(C)(C)(C)C1=CC2=C(NC(=N2)CCCCO)C=C1 (4-(5-tert-Butyl-1H-benzoimidazol-2-yl)-butan-1-ol), S(=O)(Cl)Cl (thionyl chloride). The product is Cl.C(C)(C)(C)C1=CC2=C(NC(=N2)CCCCCl)C=C1 (5-tert-Butyl-2-(4-chloro-butyl)-1H-benzoimidazole hydrochloride). Isolated yield 100.0%. As a reaction SMILES: [C:1]([C:5]1[CH:18]=[CH:17][C:8]2[NH:9][C:10]([CH2:12][CH2:13][CH2:14][CH2:15]O)=[N:11][C:7]=2[CH:6]=1)([CH3:4])([CH3:3])[CH3:2].S(Cl)([Cl:21])=O>>[ClH:21].[C:1]([C:5]1[CH:18]=[CH:17][C:8]2[NH:9][C:10]([CH2:12][CH2:13][CH2:14][CH2:15][Cl:21])=[N:11][C:7]=2[CH:6]=1)([CH3:4])([CH3:3])[CH3:2] |f:2.3|. Procedure: A solution of 4-(5-tert-Butyl-1H-benzoimidazol-2-yl)-butan-1-ol (1.00 g, 4.06 mmol) in thionyl chloride (10 ml) was heated to 80° for 1 h. LCMS analysis shows complete consumption of starting material. The solvent was evaporated and the residue was co-evaporated with toluene (4×10 ml) to afford 1.22 g (100%) of crude product as a beige solid which was used without purification; MS (ESI+) for C15H21ClN2 m/z 1 [M+H]+, 265.15; HPLC purity 99% (ret. time, 1.66 min). Starting materials: COC(N=C(C(=NC1=CC=C(C=C1)C1=NOC(=N1)C)C1=C(C=C(C(=C1)OC)OC)F)SC)=O ([2-(2-fluoro-4,5-dimethoxyphenyl)-2-[4-(5-methyl-[1,2,4]oxadiazol-3-yl)phenylimino]-1-methylsulfanylethylidene]carbamic acid methyl ester), CC1=NC(=NO1)C1=CC=C(C=C1)N (4-(5-methyl-[1,2,4]oxadiazol-3-yl)phenylamine), FC1=C(C=O)C=C(C(=C1)OC)OC (2-fluoro-4,5-dimethoxybenzaldehyde), FC(C1=NC(=NO1)C1=CC=C(C=C1)N)(F)F (4-(5-trifluoromethyl-[1,2,4]oxadiazol-3-yl)phenylamine), FC1=C(C=O)C=C(C=C1OCCOC)OC (2-fluoro-5-methoxy-3-(2-methoxyethoxy)benzaldehyde). Product: COC(N=C(C(=NC1=CC=C(C=C1)C1=NOC(=N1)C(F)(F)F)C1=C(C(=CC(=C1)OC)OCCOC)F)SC)=O ({2-[2-Fluoro-5-methoxy-3-(2-methoxyethoxy)phenyl]-1-methylsulfanyl-2-[4-(5-trifluoromethyl-[1,2,4]oxadiazol-3-yl)phenylimino]ethylidene}carbamic acid methyl ester). Reaction SMILES: [CH3:1][O:2][C:3](=[O:33])[N:4]=[C:5]([S:31][CH3:32])[C:6]([C:20]1[CH:25]=[C:24]([O:26][CH3:27])[C:23](OC)=[CH:22][C:21]=1[F:30])=NC1C=CC(C2N=C(C)ON=2)=CC=1.[F:34][C:35]([F:49])([F:48])[C:36]1[O:40][N:39]=[C:38]([C:41]2[CH:46]=[CH:45][C:44]([NH2:47])=[CH:43][CH:42]=2)[N:37]=1.FC1[C:58]([O:59][CH2:60][CH2:61][O:62]C)=CC(OC)=CC=1C=O.CC1ON=C(C2C=CC(N)=CC=2)N=1.FC1C=C(OC)C(OC)=CC=1C=O>>[CH3:1][O:2][C:3](=[O:33])[N:4]=[C:5]([S:31][CH3:32])[C:6]([C:20]1[CH:25]=[C:24]([O:26][CH3:27])[CH:23]=[C:22]([O:62][CH2:61][CH2:60][O:59][CH3:58])[C:21]=1[F:30])=[N:47][C:44]1[CH:43]=[CH:42][C:41]([C:38]2[N:37]=[C:36]([C:35]([F:48])([F:34])[F:49])[O:40][N:39]=2)=[CH:46][CH:45]=1. Procedure details: The same procedure was carried out as in Examples (1a) to (1d), except that 4-(5-trifluoromethyl-[1,2,4]oxadiazol-3-yl)phenylamine (Example (188a)) and 2-fluoro-5-methoxy-3-(2-methoxyethoxy)benzaldehyde were used instead of respectively the 4-(5-methyl-[1,2,4]oxadiazol-3-yl)phenylamine and 2-fluoro-4,5-dimethoxybenzaldehyde in Example (1a), to give the title compound as a light yellow solid.